From a dataset of the Open Reaction Database (ORD), a public repository of structured organic reaction records. describe an organic reaction: reactants, conditions, products, and yield Starting materials: N(=NC(=O)OCC)C(=O)OCC (diethyl azodicarboxylate), COC=1C=C(C(=O)OC)C=C(C1OC)O (methyl 3,4-dimethoxy-5-hydroxy-benzoate), C1(CC1)C(C#C)O ((RS)-1-cyclopropyl-prop-2-yn-1-ol), C1(=CC=CC=C1)P(C1=CC=CC=C1)C1=CC=CC=C1 (triphenylphosphine). Run in C1(=CC=CC=C1)C (toluene), C1(=CC=CC=C1)C (toluene). Reaction conditions: temperature 5 celsius, time 90 minute. The product is C1(CC1)C(C#C)OC=1C=C(C(=O)OC)C=C(C1OC)OC (methyl (RS)-3-(1-cyclopropyl-prop-2-ynyloxy)-4,5-dimethoxy-benzoate). As a reaction SMILES: [CH3:1][O:2][C:3]1[CH:4]=[C:5]([CH:10]=[C:11](O)[C:12]=1[O:13][CH3:14])[C:6]([O:8][CH3:9])=[O:7].[CH:16]1([CH:19]([OH:22])[C:20]#[CH:21])[CH2:18][CH2:17]1.C1(P(C2C=CC=CC=2)C2C=CC=CC=2)C=CC=CC=1.N(C(OCC)=O)=NC(OCC)=O>C1(C)C=CC=CC=1>[CH:16]1([CH:19]([O:22][C:11]2[CH:10]=[C:5]([CH:4]=[C:3]([O:2][CH3:1])[C:12]=2[O:13][CH3:14])[C:6]([O:8][CH3:9])=[O:7])[C:20]#[CH:21])[CH2:18][CH2:17]1. Procedure: 63.6 g of methyl 3,4-dimethoxy-5-hydroxy-benzoate [E. Spath and H. Roder, Monatsh. fur Chemie, 43, 93 (1923)], 38.5 g of (RS)-1-cyclopropyl-prop-2-yn-1-ol and 118 g of triphenylphosphine were dissolved in 600 ml of toluene under argon and cooled to 5° C. A solution of 70 ml of diethyl azodicarboxylate in 150 ml of toluene was slowly added dropwise thereto at 5° C. over 90 min. The mixture was stirred at 5° C. for a further 1 hr. and at 20° C. for 3 hrs. Then, 300 ml of toluene were distilled off... Starting materials: O (Water), [H-].[Na+] (Sodium hydride), BrCOC(C)=O (bromomethylacetate), ClC1=C(C=CC(=C1)Cl)O (2,4-dichlorophenol). Run in CN(C=O)C (dimethylformamide), CN(C=O)C (dimethylformamide), CN(C=O)C (dimethylformamide). Conditions: time 10 minute. The product is ClC1=C(OCC(=O)O)C=CC(=C1)Cl (2-(2,4-dichlorophenoxy)acetic acid). The yield is 93.3%. Reaction SMILES: [H-].[Na+].[Cl:3][C:4]1[CH:9]=[C:8]([Cl:10])[CH:7]=[CH:6][C:5]=1[OH:11].BrC[O:14][C:15](=[O:17])[CH3:16].O>CN(C)C=O>[Cl:3][C:4]1[CH:9]=[C:8]([Cl:10])[CH:7]=[CH:6][C:5]=1[O:11][CH2:16][C:15]([OH:17])=[O:14] |f:0.1|. Procedure details: Sodium hydride (60 mg) was dissolved in dimethylformamide (3 ml) to prepare a solution. A dimethylformamide solution (5 ml) of 2,4-dichlorophenol (245 mg) was then added to the solution, and the mixture was stirred at room temperature for 10 min. Subsequently, a dimethylformamide solution (5 ml) of bromomethylacetate (344 mg) was added thereto, and the mixture was further stirred at room temperature for 90 min. Water was added to stop the reaction, and the reaction solution was extracted with et...